Dataset: the Open Reaction Database (ORD), a public repository of structured organic reaction records. Task: describe an organic reaction: reactants, conditions, products, and yield The reactants are O (water), BrC=1C=C2C(=CC=NC2=CC1)Cl (6-Bromo-4-chloroquinoline), N1(CCNCCC1)C(=O)OC(C)(C)C (tert-butyl 1,4-diazepane-1-carboxylate), C(=O)([O-])[O-].[K+].[K+] (K2CO3). Solvent: CS(=O)C (DMSO). The product is BrC=1C=C2C(=CC=NC2=CC1)N1CCN(CCC1)C(=O)OC(C)(C)C (tert-Butyl 4-(6-bromoquinolin-4-yl)-1,4-diazepane-1-carboxylate). As a reaction SMILES: [Br:1][C:2]1[CH:3]=[C:4]2[C:9](=[CH:10][CH:11]=1)[N:8]=[CH:7][CH:6]=[C:5]2Cl.[N:13]1([C:20]([O:22][C:23]([CH3:26])([CH3:25])[CH3:24])=[O:21])[CH2:19][CH2:18][CH2:17][NH:16][CH2:15][CH2:14]1.C([O-])([O-])=O.[K+].[K+].O>CS(C)=O>[Br:1][C:2]1[CH:3]=[C:4]2[C:9](=[CH:10][CH:11]=1)[N:8]=[CH:7][CH:6]=[C:5]2[N:16]1[CH2:17][CH2:18][CH2:19][N:13]([C:20]([O:22][C:23]([CH3:26])([CH3:25])[CH3:24])=[O:21])[CH2:14][CH2:15]1 |f:2.3.4|. Reported procedure: 6-Bromo-4-chloroquinoline (3.5 g, 14.5 mmol) was reacted with tert-butyl 1,4-diazepane-1-carboxylate (3.7 g, 18.8 mmol) and K2CO3 (4 g, 29 mmol) in DMSO at 100° C. overnight. After cooling the mixture was poured into water and extracted with DCM. The organic layer was washed with water, dried (MgSO4) and evaporated. The residue was purified by flash chromatography using a gradient of EtOAc:hexane 1:1 to 2:1 giving 2.1 g (36%) of yellow oil. 1H NMR (400 MHz, CDCl3) δ ppm 1.47 (d, J=5.5 Hz, 9H) 2.... Starting materials: BrCC(=O)NC1=CC=C(C=C1)[N+](=O)[O-] (4-((bromoacetyl)amino)nitrobenzene), FC1=C(N)C=CC=C1 (2-fluoroaniline), ice water. Solvent: CN(C)C=O (DMF). Yields the product FC1=C(C=CC=C1)NCC(=O)NC1=CC=C(C=C1)[N+](=O)[O-] (4-((-2-((2-Fluorophenyl)amino)acetyl)amino)-1-nitrobenzene). The yield is 63.8%. RXN SMILES: Br[CH2:2][C:3]([NH:5][C:6]1[CH:11]=[CH:10][C:9]([N+:12]([O-:14])=[O:13])=[CH:8][CH:7]=1)=[O:4].[F:15][C:16]1[CH:22]=[CH:21][CH:20]=[CH:19][C:17]=1[NH2:18]>CN(C=O)C>[F:15][C:16]1[CH:22]=[CH:21][CH:20]=[CH:19][C:17]=1[NH:18][CH2:2][C:3]([NH:5][C:6]1[CH:11]=[CH:10][C:9]([N+:12]([O-:14])=[O:13])=[CH:8][CH:7]=1)=[O:4]. Procedure: A solution of 4-((bromoacetyl)amino)nitrobenzene (12.0 g, 46.3 mmol) and 2-fluoroaniline (11.0 g, 102 mmol) in anhydrous DMF (60 mL) was heated to 90°-100° C. for 2 days with stirring under N2. The solution was cooled, poured into 500 mL of ice-water, and then extracted with CH2Cl2 (200 mL). The organic layer was dried (MgSO4) and filtered, a small amount of silica gel was added to the CH2 Cl2 solution, and then the mixture was concentrated. Purification by chromatography, eluting with hexane-et... Reactants: C(C)(C)(C)OC(=O)N1CCC(CC1)NC1=C(SC=C1)C(=O)O (3-(1-tert-butyloxycarbonylpiperidin-4-ylamino)thiophene-2-carboxylic acid), B (borane). Solvent: C1CCOC1 (THF). Yields the product C(C)(C)(C)OC(=O)N1CCC(CC1)NC1=C(SC=C1)CO (3-(1-tert-butyloxycarbonylpiperidin-4-ylamino)-2-hydroxymethylthiophene). As a reaction SMILES: [C:1]([O:5][C:6]([N:8]1[CH2:13][CH2:12][CH:11]([NH:14][C:15]2[CH:19]=[CH:18][S:17][C:16]=2[C:20](O)=[O:21])[CH2:10][CH2:9]1)=[O:7])([CH3:4])([CH3:3])[CH3:2].B>C1COCC1>[C:1]([O:5][C:6]([N:8]1[CH2:9][CH2:10][CH:11]([NH:14][C:15]2[CH:19]=[CH:18][S:17][C:16]=2[CH2:20][OH:21])[CH2:12][CH2:13]1)=[O:7])([CH3:4])([CH3:2])[CH3:3]. Reported procedure: The product from Step 2 is reduced with borane in THF to give 3-(1-tert-butyloxycarbonylpiperidin-4-ylamino)-2-hydroxymethylthiophene. The reactants are C1CCNCC1, COC(C)[Si](C)(C)C, C=C(C)C1N(CCCCl)C(=O)CC(c2cccc(Cl)c2)C12C(=O)Nc1cc(Cl)ccc12, O=C(O)C(F)(F)F. The product is C=C(C)C1N(CCCN2CCCCC2)C(=O)CC(c2cccc(Cl)c2)C12C(=O)Nc1cc(Cl)ccc12. RXN SMILES: [CH2:40]1[CH2:41][CH2:42][NH:43][CH2:44][CH2:45]1.[CH3:1][O:2][CH:3]([Si:4]([CH3:5])([CH3:6])[CH3:7])[CH3:8].[Cl:9][c:10]1[cH:11][cH:12][c:13]2[c:17]([cH:18]1)[NH:16][C:15](=[O:19])[C:14]21[CH:20]([C:37](=[CH2:38])[CH3:39])[N:21]([CH2:33][CH2:34][CH2:35][Cl:36])[C:22](=[O:32])[CH2:23][CH:24]1[c:25]1[cH:26][c:27]([Cl:31])[cH:28][cH:29][cH:30]1.[OH:46][C:47]([C:48]([F:49])([F:50])[F:51])=[O:52]>>[Cl:9][c:10]1[cH:11][cH:12][c:13]2[c:17]([cH:18]1)[NH:16][C:15](=[O:19])[C:14]21[CH:20]([C:37](=[CH2:38])[CH3:39])[N:21]([CH2:33][CH2:34][CH2:35][N:43]2[CH2:42][CH2:41][CH2:40][CH2:45][CH2:44]2)[C:22](=[O:32])[CH2:23][CH:24]1[c:25]1[cH:26][c:27]([Cl:31])[cH:28][cH:29][cH:30]1. Starting materials: Br, COc1ccc2cc(-c3cnc(-c4ccccc4)o3)ccc2c1, CC(=O)O. Yields the product Oc1ccc2cc(-c3cnc(-c4ccccc4)o3)ccc2c1. Reaction SMILES: [BrH:24].[CH3:1][O:2][c:3]1[cH:4][c:5]2[cH:6][cH:7][c:8](-[c:13]3[cH:14][n:15][c:16](-[c:18]4[cH:19][cH:20][cH:21][cH:22][cH:23]4)[o:17]3)[cH:9][c:10]2[cH:11][cH:12]1.[CH3:25][C:26](=[O:27])[OH:28]>>[OH:2][c:3]1[cH:4][c:5]2[cH:6][cH:7][c:8](-[c:13]3[cH:14][n:15][c:16](-[c:18]4[cH:19][cH:20][cH:21][cH:22][cH:23]4)[o:17]3)[cH:9][c:10]2[cH:11][cH:12]1. The product is C=Cc1c(N)cccc1C(C)(C)C. As a reaction SMILES: [C:1]([CH3:2])([CH3:3])([CH3:4])[c:5]1[c:6]([CH:14]=[CH2:15])[c:7]([N+:11]([O-:12])=[O:13])[cH:8][cH:9][cH:10]1.[CH3:16][OH:17]>>[C:1]([CH3:2])([CH3:3])([CH3:4])[c:5]1[c:6]([CH:14]=[CH2:15])[c:7]([NH2:11])[cH:8][cH:9][cH:10]1. The reactants are C=Cc1c([N+](=O)[O-])cccc1C(C)(C)C, CO. Starting materials: O=C([O-])[O-], CI, CCOCC, Cc1ccc(C(=O)O)s1, CN(C)C=O, [K+], [K+]. Product: COC(=O)c1ccc(C)s1. As a reaction SMILES: [C:10](=[O:11])([O-:12])[O-:13].[CH3:16][I:17].[CH3:18][CH2:19][O:20][CH2:21][CH3:22].[CH3:1][c:2]1[cH:3][cH:4][c:5]([C:7](=[O:8])[OH:9])[s:6]1.[CH3:23][N:24]([CH3:25])[CH:26]=[O:27].[K+:14].[K+:15]>>[CH3:1][c:2]1[cH:3][cH:4][c:5]([C:7](=[O:8])[O:9][CH3:10])[s:6]1.